From a dataset of the Open Reaction Database (ORD), a public repository of structured organic reaction records. describe an organic reaction: reactants, conditions, products, and yield The reactants are [Br-], CC(=O)NC1CCC(=O)N2CCCC(C(=O)NC(CC(=O)OC(C)(C)C)C(=O)COC(=O)c3c(Cl)cccc3Cl)N2C1=O, CO, [K+]. Yields the product CC(=O)NC1CCC(=O)N2CCCC(C(=O)NC(CC(=O)O)C(=O)COC(=O)c3c(Cl)cccc3Cl)N2C1=O. Reaction SMILES: [Br-:44].[C:1]([CH3:2])(=[O:3])[NH:4][CH:5]1[CH2:6][CH2:7][C:8](=[O:43])[N:9]2[N:10]([C:11]1=[O:12])[CH:13]([C:17](=[O:18])[NH:19][CH:20]([CH2:21][C:22](=[O:23])[O:24][C:25]([CH3:26])([CH3:27])[CH3:28])[C:29]([CH2:30][O:31][C:32]([c:33]1[c:34]([Cl:40])[cH:35][cH:36][cH:37][c:38]1[Cl:39])=[O:41])=[O:42])[CH2:14][CH2:15][CH2:16]2.[CH3:46][OH:47].[K+:45]>>[C:1]([CH3:2])(=[O:3])[NH:4][CH:5]1[CH2:6][CH2:7][C:8](=[O:43])[N:9]2[N:10]([C:11]1=[O:12])[CH:13]([C:17](=[O:18])[NH:19][CH:20]([CH2:21][C:22](=[O:23])[OH:24])[C:29]([CH2:30][O:31][C:32]([c:33]1[c:34]([Cl:40])[cH:35][cH:36][cH:37][c:38]1[Cl:39])=[O:41])=[O:42])[CH2:14][CH2:15][CH2:16]2.